From a dataset of the Open Reaction Database (ORD), a public repository of structured organic reaction records. describe an organic reaction: reactants, conditions, products, and yield The reactants are COc1cc(OC)nc(Oc2cc(C)nc(-c3ccccc3)c2C(=O)OCC[Si](C)(C)C)n1, CCCC[N+](CCCC)(CCCC)CCCC, Cl, [F-], C1CCOC1, O. The product is COc1cc(OC)nc(Oc2cc(C)nc(-c3ccccc3)c2C(=O)O)n1. RXN SMILES: [CH3:1][O:2][c:3]1[n:4][c:5]([O:11][c:12]2[cH:13][c:14]([CH3:33])[n:15][c:16](-[c:27]3[cH:28][cH:29][cH:30][cH:31][cH:32]3)[c:17]2[C:18](=[O:19])[O:20][CH2:21][CH2:22][Si:23]([CH3:24])([CH3:25])[CH3:26])[n:6][c:7]([O:9][CH3:10])[cH:8]1.[CH3:35][CH2:36][CH2:37][CH2:38][N+:39]([CH2:40][CH2:41][CH2:42][CH3:43])([CH2:44][CH2:45][CH2:46][CH3:47])[CH2:48][CH2:49][CH2:50][CH3:51].[ClH:53].[F-:34].[O:54]1[CH2:55][CH2:56][CH2:57][CH2:58]1.[OH2:52]>>[CH3:1][O:2][c:3]1[n:4][c:5]([O:11][c:12]2[cH:13][c:14]([CH3:33])[n:15][c:16](-[c:27]3[cH:28][cH:29][cH:30][cH:31][cH:32]3)[c:17]2[C:18](=[O:19])[OH:20])[n:6][c:7]([O:9][CH3:10])[cH:8]1.